From a dataset of the Open Reaction Database (ORD), a public repository of structured organic reaction records. describe an organic reaction: reactants, conditions, products, and yield Reactants: BrBr (bromine), O (Water), NC=1C=CC(=NC1)OC=1C=C(C=CC1)NC(=O)C1=CC(=NN1C)C (N-{3-[(5-aminopyridin-2-yl)oxy]phenyl}-1,3-dimethyl-1H-pyrazole-5-carboxamide), [S-]C#N.[K+] (potassium thiocyanate). Solvent: C(C)(=O)O (acetic acid), C(C)(=O)O (acetic acid). Reaction conditions: temperature 80 celsius. Product: NC=1SC2=NC(=CC=C2N1)OC=1C=C(C=CC1)NC(=O)C1=CC(=NN1C)C (N-{3-[(2-amino[1,3]thiazolo[5,4-b]pyridin-5-yl)oxy]phenyl}-1,3-dimethyl-1H-pyrazole-5-carboxamide). Yield: 51.0%. As a reaction SMILES: [NH2:1][C:2]1[CH:3]=[CH:4][C:5]([O:8][C:9]2[CH:10]=[C:11]([NH:15][C:16]([C:18]3[N:22]([CH3:23])[N:21]=[C:20]([CH3:24])[CH:19]=3)=[O:17])[CH:12]=[CH:13][CH:14]=2)=[N:6][CH:7]=1.[S-:25][C:26]#[N:27].[K+].BrBr.O>C(O)(=O)C>[NH2:27][C:26]1[S:25][C:7]2[C:2]([N:1]=1)=[CH:3][CH:4]=[C:5]([O:8][C:9]1[CH:10]=[C:11]([NH:15][C:16]([C:18]3[N:22]([CH3:23])[N:21]=[C:20]([CH3:24])[CH:19]=3)=[O:17])[CH:12]=[CH:13][CH:14]=1)[N:6]=2 |f:1.2|. Reported procedure: To a suspension of N-{3-[(5-aminopyridin-2-yl)oxy]phenyl}-1,3-dimethyl-1H-pyrazole-5-carboxamide (1.75 g, 5.41 mmol) and potassium thiocyanate (4.21 g, 43.3 mmol) in acetic acid (10 mL) was added dropwise with stirring under ice-cooling a solution of bromine (1 mL) in acetic acid (4 mL), and the mixture was stirred at 0° C. for 2 hr and at room temperature for 15 hr. Water (10 mL) was added to the reaction mixture, and the mixture was heated to 80° C. and filtered through celite. The filtrate wa... Reaction SMILES: [CH2:1]([CH3:2])[CH:3]1[O:4][c:5]2[c:6]([cH:13][cH:14][c:15]([C:17](=[O:18])[O:19][CH3:20])[cH:16]2)[N:7]([CH:10]([CH3:11])[CH3:12])[C:8]1=[O:9].[ClH:21]>>[CH2:1]([CH3:2])[CH:3]1[O:4][c:5]2[c:6]([cH:13][cH:14][c:15]([C:17](=[O:18])[OH:19])[cH:16]2)[N:7]([CH:10]([CH3:11])[CH3:12])[C:8]1=[O:9]. Starting materials: CCC1Oc2cc(C(=O)OC)ccc2N(C(C)C)C1=O, Cl. Product: CCC1Oc2cc(C(=O)O)ccc2N(C(C)C)C1=O.